Task: describe an organic reaction: reactants, conditions, products, and yield. Dataset: the Open Reaction Database (ORD), a public repository of structured organic reaction records The reactants are FC1=C(C(=C(C=C1OC)F)[N+](=O)[O-])NC1=C(C=C(C=C1)I)F (2,5-difluoro-N-(2-fluoro-4-iodophenyl)-3-methoxy-6-nitrobenzenamine), FC1=C(C(=C(C=C1OC)F)[N+](=O)[O-])NC1=C(C=C(C=C1)I)F (2,5-difluoro-N-(2-fluoro-4-iodophenyl)-3-methoxy-6-nitrobenzenamine), [O-]S(=O)S(=O)[O-].[Na+].[Na+] (Na2S2O4). The solvent is C(C)O (ethanol), O (water). Reaction conditions: temperature 70 celsius. Product: FC1=C(C(=C(C(=C1)OC)F)NC1=C(C=C(C=C1)I)F)N (3,6-difluoro-N1-(2-fluoro-4-iodophenyl)-5-methoxybenzene-1,2-diamine). Isolated yield 62.5%. RXN SMILES: [F:1][C:2]1[C:7]([O:8][CH3:9])=[CH:6][C:5]([F:10])=[C:4]([N+:11]([O-])=O)[C:3]=1[NH:14][C:15]1[CH:20]=[CH:19][C:18]([I:21])=[CH:17][C:16]=1[F:22].[O-]S(S([O-])=O)=O.[Na+].[Na+]>C(O)C.O>[F:10][C:5]1[CH:6]=[C:7]([O:8][CH3:9])[C:2]([F:1])=[C:3]([NH:14][C:15]2[CH:20]=[CH:19][C:18]([I:21])=[CH:17][C:16]=2[F:22])[C:4]=1[NH2:11] |f:1.2.3|. Procedure details: A suspension of 2,5-difluoro-N-(2-fluoro-4-iodophenyl)-3-methoxy-6-nitrobenzenamine (Intermediate 15, 565 mg, 1.3 mmol) in ethanol (12 mL) was stirred at 70° C. to obtain a clear solution. To this hot solution was dropwise added a freshly prepared solution of Na2S2O4 (695 mg, 3.9 mmol) in water (2 mL) and stirred the reaction mixture at 90° C. for 1 h. The progress of reaction was monitored by TLC. After completion, the reaction mixture was concentrated and residue dissolved in ethyl acetate. Th... The reactants are [H][H], C1CCOC1, O=C1COCCN1c1ccc([N+](=O)[O-])cc1. The product is Nc1ccc(N2CCOCC2=O)cc1. As a reaction SMILES: [H:17][H:18].[O:19]1[CH2:20][CH2:21][CH2:22][CH2:23]1.[O:1]1[CH2:2][C:3](=[O:16])[N:4]([c:7]2[cH:8][cH:9][c:10]([N+:13]([O-:14])=[O:15])[cH:11][cH:12]2)[CH2:5][CH2:6]1>>[O:1]1[CH2:2][C:3](=[O:16])[N:4]([c:7]2[cH:8][cH:9][c:10]([NH2:13])[cH:11][cH:12]2)[CH2:5][CH2:6]1. The reactants are OC1C(OC=2C=C(C=3C(C=4C=C5C(=NC4N(C3C2C1=O)C)C=CC=C5)=O)OC)(C)C (2-Hydroxy-6-methoxy-3,3,14-trimethyl-2,3-dihydro-1H-benzo[b]-chromeno[6,5-g][1,8]naphthyridin-1,7(14H)-dione), C(C)(=O)OC(C)=O (acetic anhydride). Yields the product C(C)(=O)OC1C(OC=2C=C(C=3C(C=4C=C5C(=NC4N(C3C2C1=O)C)C=CC=C5)=O)OC)(C)C (6-Methoxy-3,3,14-trimethyl-1,7-dioxo-2,3,7,14-tetrahydro-1H-benzo[b]chromeno[6,5-g][1,8]naphthyridin-2-yl acetate). As a reaction SMILES: [OH:1][CH:2]1[C:19](=[O:20])[C:18]2[C:17]3[N:16]([CH3:21])[C:15]4[N:14]=[C:13]5[CH:22]=[CH:23][CH:24]=[CH:25][C:12]5=[CH:11][C:10]=4[C:9](=[O:26])[C:8]=3[C:7]([O:27][CH3:28])=[CH:6][C:5]=2[O:4][C:3]1([CH3:30])[CH3:29].[C:31](OC(=O)C)(=[O:33])[CH3:32]>>[C:31]([O:1][CH:2]1[C:19](=[O:20])[C:18]2[C:17]3[N:16]([CH3:21])[C:15]4[N:14]=[C:13]5[CH:22]=[CH:23][CH:24]=[CH:25][C:12]5=[CH:11][C:10]=4[C:9](=[O:26])[C:8]=3[C:7]([O:27][CH3:28])=[CH:6][C:5]=2[O:4][C:3]1([CH3:30])[CH3:29])(=[O:33])[CH3:32]. Reported procedure: The product is obtained according to the procedure of Example 13 starting from the compound of Example 15 and using acetic anhydride instead of butyryl chloride. Procedure details: A mixture of 10 parts of ethyl 4-[N-(4-chlorophenyl)-N-(phenylacetyl)amino]-1-piperidinecarboxylate and 125 parts of glacial acetic acid, previously saturated with gaseous hydrogen bromide, is heated for 9h.45 at 62° C., while stirring. The reaction mixture is cooled and glacial acetic acid is evaporated in vacuo. The semi-solid residue is taken up in 150 parts of water, alkalized with a concentrated sodium hydroxide solution and the product is extracted with trichloromethane. The extract is dri... Solvent: C(C)(=O)O (acetic acid). Reactants: 10, ClC1=CC=C(C=C1)N(C(CC1=CC=CC=C1)=O)C1CCN(CC1)C(=O)OCC (ethyl 4-[N-(4-chlorophenyl)-N-(phenylacetyl)amino]-1-piperidinecarboxylate), Br (hydrogen bromide). The product is Cl.ClC1=CC=C(C=C1)N(C(CC1=CC=CC=C1)=O)C1CCNCC1 (N-(4-chlorophenyl)-N-(4-piperidinyl)benzeneacetamide hydrochloride). As a reaction SMILES: [Cl:1][C:2]1[CH:7]=[CH:6][C:5]([N:8]([CH:18]2[CH2:23][CH2:22][N:21](C(OCC)=O)[CH2:20][CH2:19]2)[C:9](=[O:17])[CH2:10][C:11]2[CH:16]=[CH:15][CH:14]=[CH:13][CH:12]=2)=[CH:4][CH:3]=1.Br>C(O)(=O)C>[ClH:1].[Cl:1][C:2]1[CH:3]=[CH:4][C:5]([N:8]([CH:18]2[CH2:23][CH2:22][NH:21][CH2:20][CH2:19]2)[C:9](=[O:17])[CH2:10][C:11]2[CH:16]=[CH:15][CH:14]=[CH:13][CH:12]=2)=[CH:6][CH:7]=1 |f:3.4|. Reactants: O=C([O-])[O-], ClC(Cl)Cl, [Cs+], [Cs+], [Cu]I, O=[N+]([O-])c1ccc(I)cc1, C1COCCO1, c1cscn1. The product is O=[N+]([O-])c1ccc(-c2nccs2)cc1. Reaction SMILES: [C:6](=[O:7])([O-:8])[O-:9].[CH:28]([Cl:29])([Cl:30])[Cl:31].[Cs+:10].[Cs+:11].[Cu:32][I:33].[N+:12](=[O:13])([O-:14])[c:15]1[cH:16][cH:17][c:18]([I:21])[cH:19][cH:20]1.[O:22]1[CH2:23][CH2:24][O:25][CH2:26][CH2:27]1.[cH:1]1[cH:2][s:3][cH:4][n:5]1>>[cH:1]1[cH:2][s:3][c:4](-[c:18]2[cH:17][cH:16][c:15]([N+:12](=[O:13])[O-:14])[cH:20][cH:19]2)[n:5]1.